Dataset: the Open Reaction Database (ORD), a public repository of structured organic reaction records. Task: describe an organic reaction: reactants, conditions, products, and yield The reactants are COc1cccc(N)c1, Cc1cc(Cl)nc(-c2ccccn2)n1. The product is COc1cccc(Nc2cc(C)nc(-c3ccccn3)n2)c1. RXN SMILES: [CH3:15][O:16][c:17]1[cH:18][c:19]([NH2:23])[cH:20][cH:21][cH:22]1.[Cl:1][c:2]1[n:3][c:4](-[c:9]2[n:10][cH:11][cH:12][cH:13][cH:14]2)[n:5][c:6]([CH3:8])[cH:7]1>>[c:2]1([NH:23][c:19]2[cH:18][c:17]([O:16][CH3:15])[cH:22][cH:21][cH:20]2)[n:3][c:4](-[c:9]2[n:10][cH:11][cH:12][cH:13][cH:14]2)[n:5][c:6]([CH3:8])[cH:7]1.